This data is from the Open Reaction Database (ORD), a public repository of structured organic reaction records. The task is: describe an organic reaction: reactants, conditions, products, and yield Reactants: CCOC(C)=O, CO[PH](=O)OC, CO, Cc1ccc(S(=O)(=O)O)cc1. Product: CCO, CO[PH](=O)OC. RXN SMILES: [C:7]([CH3:8])(=[O:9])[O:10][CH2:11][CH3:12].[CH3:1][O:2][PH:3]([O:4][CH3:5])=[O:6].[CH3:24][OH:25].[c:13]1([CH3:14])[cH:15][cH:16][c:17]([S:18]([OH:19])(=[O:20])=[O:21])[cH:22][cH:23]1>>[CH2:7]([CH3:8])[OH:9].[CH3:1][O:2][PH:3]([O:4][CH3:5])=[O:6]. The reactants are O (water), O1C(CCC1)COS(=O)(=O)C (Methanesulfonic acid tetrahydrofuran-2-ylmethyl ester), C([O-])([O-])=O.[Cs+].[Cs+] (cesium carbonate), OC=1C=C2C=COC(C2=CC1)=O (6-hydroxyisochromen-1-one). Run in CN(C)C=O (DMF). Run at temperature 80 celsius, time 7 hour. Yields the product O1[C@H](CCC1)COC=1C=C2C=COC(C2=CC1)=O (6-[(R)-1-(Tetrahydrofuran-2-yl)methoxy]isochromen-1-one). As a reaction SMILES: [O:1]1[CH2:5][CH2:4][CH2:3][CH:2]1[CH2:6][O:7]S(C)(=O)=O.C(=O)([O-])[O-].[Cs+].[Cs+].O[C:19]1[CH:20]=[C:21]2[C:26](=[CH:27][CH:28]=1)[C:25](=[O:29])[O:24][CH:23]=[CH:22]2.O>CN(C=O)C>[O:1]1[CH2:5][CH2:4][CH2:3][C@@H:2]1[CH2:6][O:7][C:19]1[CH:20]=[C:21]2[C:26](=[CH:27][CH:28]=1)[C:25](=[O:29])[O:24][CH:23]=[CH:22]2 |f:1.2.3|. Procedure: Methanesulfonic acid tetrahydrofuran-2-ylmethyl ester (2.7 g) and cesium carbonate (12 g) were added to a solution of 6-hydroxyisochromen-1-one (2 g) in DMF (50 mL) and the mixture was stirred at 80° C. for 7 h. After addition of water, the mixture was extracted with dichloromethane, dried over magnesium sulfate and concentrated. The product with the molecular weight of 246.27 (C14H14O4) was obtained in this way; MS (ESI): 247 (M+H+). 6-[(R)-1-(Tetrahydrofuran-2-yl)methoxy]isochromen-1-one was s... Starting materials: CN(C)CCn1ccnc1-c1cccc([N+](=O)[O-])c1, CO. Product: CN(C)CCn1ccnc1-c1cccc(N)c1. As a reaction SMILES: [CH3:1][N:2]([CH2:3][CH2:4][n:5]1[c:6](-[c:10]2[cH:11][c:12]([N+:16]([O-:17])=[O:18])[cH:13][cH:14][cH:15]2)[n:7][cH:8][cH:9]1)[CH3:19].[CH3:20][OH:21]>>[CH3:1][N:2]([CH2:3][CH2:4][n:5]1[c:6](-[c:10]2[cH:11][c:12]([NH2:16])[cH:13][cH:14][cH:15]2)[n:7][cH:8][cH:9]1)[CH3:19].